This data is from the Open Reaction Database (ORD), a public repository of structured organic reaction records. The task is: describe an organic reaction: reactants, conditions, products, and yield Starting materials: N=C(N)Cc1ccccc1, COC(=O)Cl, ClCCCl, Cl, [K+], [OH-], O. The product is COC(=O)NC(=N)Cc1ccccc1. As a reaction SMILES: [CH2:9]([c:10]1[cH:11][cH:12][cH:13][cH:14][cH:15]1)[C:16](=[NH:17])[NH2:18].[Cl:1][C:2](=[O:3])[O:4][CH3:5].[Cl:20][CH2:21][CH2:22][Cl:23].[ClH:8].[K+:7].[OH-:6].[OH2:19]>>[C:2](=[O:3])([O:4][CH3:5])[NH:18][C:16]([CH2:9][c:10]1[cH:11][cH:12][cH:13][cH:14][cH:15]1)=[NH:17]. The reactants are CCOC(=O)CBr, CN(C)C=O, [H-], [Na+], c1ccc(-c2cc3[nH]ccn3n2)cc1. The product is CCOC(=O)Cn1ccn2nc(-c3ccccc3)cc12. RXN SMILES: [Br:17][CH2:18][C:19](=[O:20])[O:21][CH2:22][CH3:23].[CH3:24][N:25]([CH3:26])[CH:27]=[O:28].[H-:15].[Na+:16].[c:1]1(-[c:7]2[cH:8][c:9]3[n:10]([n:11]2)[cH:12][cH:13][nH:14]3)[cH:2][cH:3][cH:4][cH:5][cH:6]1>>[c:1]1(-[c:7]2[cH:8][c:9]3[n:10]([n:11]2)[cH:12][cH:13][n:14]3[CH2:18][C:19](=[O:20])[O:21][CH2:22][CH3:23])[cH:2][cH:3][cH:4][cH:5][cH:6]1. The solvent is C1CCOC1 (THF), C1CCOC1 (THF), C1CCOC1 (THF). Reported procedure: A solution of 50 g of 3,4-difluorophenyl acetonitrile in 50 ml of THF is added dropwise at 20° C. to a suspension of 14.4 g of 60% sodium hydride in oil in 250 ml of THF, and the reaction mixture is left stirring for three hours at RT. It is cooled in an ice bath, a solution of 68.2 g of 1-bromo-2-(tetrahydro-2-pyranyloxy)ethane in 50 ml of THF is added dropwise and the reaction mixture is left stirring overnight at RT. It is acidified by adding a pH 2 buffer solution, and the THF is then evapor... Reactants: BrCCOC1OCCCC1 (1-bromo-2-(tetrahydro-2-pyranyloxy)ethane), FC=1C=C(C=CC1F)CC#N (3,4-difluorophenyl acetonitrile), [H-].[Na+] (sodium hydride), buffer solution. The product is FC=1C=C(C=CC1F)C(CN)CCOC1OCCCC1 (2-(3,4-Difluorophenyl)-4-(tetrahydro-2-pyranyloxy)butylamine). Yield: 53.7%. As a reaction SMILES: [F:1][C:2]1[CH:3]=[C:4]([CH2:9][C:10]#[N:11])[CH:5]=[CH:6][C:7]=1[F:8].[H-].[Na+].Br[CH2:15][CH2:16][O:17][CH:18]1[CH2:23][CH2:22][CH2:21][CH2:20][O:19]1>C1COCC1>[F:1][C:2]1[CH:3]=[C:4]([CH:9]([CH2:15][CH2:16][O:17][CH:18]2[CH2:23][CH2:22][CH2:21][CH2:20][O:19]2)[CH2:10][NH2:11])[CH:5]=[CH:6][C:7]=1[F:8] |f:1.2|. Run at time 3 hour. The reactants are C(C1=CC=CC=C1)N1CCC(CC1)=O (1-benzyl-4-piperidone), C[Si](C)(C)[N-][Si](C)(C)C.[K+] (potassium bis(trimethylsilyl)amide), [Br-].C1(=CC=CC=C1)CCC[P+](C1=CC=CC=C1)(C1=CC=CC=C1)C1=CC=CC=C1 ((3-phenylpropyl)triphenylphosphonium bromide), Cl (HCl). The solvent is C1(=CC=CC=C1)C (toluene), C1(=CC=CC=C1)C (toluene), C1(=CC=CC=C1)C (toluene). Run at time 15 hour. Product: C(C1=CC=CC=C1)N1CCC(CC1)=CCCC1=CC=CC=C1 (1-Benzyl-4-(3-phenylpropylidene)piperidine). The yield is 62.5%. Reaction SMILES: C[Si]([N-][Si](C)(C)C)(C)C.[K+].[Br-].[C:12]1([CH2:18][CH2:19][CH2:20][P+](C2C=CC=CC=2)(C2C=CC=CC=2)C2C=CC=CC=2)[CH:17]=[CH:16][CH:15]=[CH:14][CH:13]=1.[CH2:40]([N:47]1[CH2:52][CH2:51][C:50](=O)[CH2:49][CH2:48]1)[C:41]1[CH:46]=[CH:45][CH:44]=[CH:43][CH:42]=1.Cl>C1(C)C=CC=CC=1>[CH2:40]([N:47]1[CH2:52][CH2:51][C:50](=[CH:20][CH2:19][CH2:18][C:12]2[CH:13]=[CH:14][CH:15]=[CH:16][CH:17]=2)[CH2:49][CH2:48]1)[C:41]1[CH:46]=[CH:45][CH:44]=[CH:43][CH:42]=1 |f:0.1,2.3|. Reported procedure: A solution of 100 mL of 0.5M potassium bis(trimethylsilyl)amide in toluene was added to a mixture of 23.07 g (3-phenylpropyl)triphenylphosphonium bromide from Step A in 150 mL toluene in an ice bath over 15 minute with stirring under nitrogen. After stirring for 15 more minutes, a solution of 8.515 g of 1-benzyl-4-piperidone in 50 mL toluene was added over 30 minutes with stirring. The reaction mixture was stirred as it was allowed to warm to room temperature overnight. After 15 hours, the react... Reactants: O1CCOCC1 (1,4-Dioxane), BrC1=C(SC2=NC(=CC(=C21)NS(=O)(=O)C2=CC=CC=C2)C)C=2C=NN(C2)C(=O)OC(C)(C)C (1,1-dimethylethyl 4-{3-bromo-6-methyl-4-[(phenylsulfonyl)amino]thieno[2,3-b]pyridin-2-yl}-1H-pyrazole-1-carboxylate), N1(CCCC1)C=1C=NC=C(C1)B1OC(C(O1)(C)C)(C)C (3-(1-pyrrolidinyl)-5-(4,4,5,5-tetramethyl-1,3,2-dioxaborolan-2-yl)pyridine), C([O-])([O-])=O.[K+].[K+] (potassium carbonate). The reagents and catalysts are C=1C=CC(=CC1)[P](C=2C=CC=CC2)(C=3C=CC=CC3)[Pd]([P](C=4C=CC=CC4)(C=5C=CC=CC5)C=6C=CC=CC6)([P](C=7C=CC=CC7)(C=8C=CC=CC8)C=9C=CC=CC9)[P](C=1C=CC=CC1)(C=1C=CC=CC1)C=1C=CC=CC1 (tetrakis(triphenylphosphine)palladium(0)), Cl[Pd]([P](C1=CC=CC=C1)(C2=CC=CC=C2)C3=CC=CC=C3)([P](C4=CC=CC=C4)(C5=CC=CC=C5)C6=CC=CC=C6)Cl (bis(triphenylphosphine)palladium(II) chloride). Run in O (water), CN(C)C=O (DMF). Conditions: temperature 120 celsius. Yields the product CC1=CC(=C2C(=N1)SC(=C2C=2C=NC=C(C2)N2CCCC2)C=2C=NNC2)NS(=O)(=O)C2=CC=CC=C2 (N-{6-Methyl-2-(1H-pyrazol-4-yl)-3-[5-(1-pyrrolidinyl)-3-pyridinyl]thieno[2,3-b]pyridin-4-yl}benzenesulfonamide). Yield: 98.4%. Reaction SMILES: Br[C:2]1[C:10]2[C:5](=[N:6][C:7]([CH3:21])=[CH:8][C:9]=2[NH:11][S:12]([C:15]2[CH:20]=[CH:19][CH:18]=[CH:17][CH:16]=2)(=[O:14])=[O:13])[S:4][C:3]=1[C:22]1[CH:23]=[N:24][N:25](C(OC(C)(C)C)=O)[CH:26]=1.[N:34]1([C:39]2[CH:40]=[N:41][CH:42]=[C:43](B3OC(C)(C)C(C)(C)O3)[CH:44]=2)[CH2:38][CH2:37][CH2:36][CH2:35]1.C(=O)([O-])[O-].[K+].[K+].O1CCOCC1>C1C=CC([P]([Pd]([P](C2C=CC=CC=2)(C2C=CC=CC=2)C2C=CC=CC=2)([P](C2C=CC=CC=2)(C2C=CC=CC=2)C2C=CC=CC=2)[P](C2C=CC=CC=2)(C2C=CC=CC=2)C2C=CC=CC=2)(C2C=CC=CC=2)C2C=CC=CC=2)=CC=1.Cl[Pd](Cl)([P](C1C=CC=CC=1)(C1C=CC=CC=1)C1C=CC=CC=1)[P](C1C=CC=CC=1)(C1C=CC=CC=1)C1C=CC=CC=1.O.CN(C=O)C>[CH3:21][C:7]1[N:6]=[C:5]2[S:4][C:3]([C:22]3[CH:23]=[N:24][NH:25][CH:26]=3)=[C:2]([C:43]3[CH:42]=[N:41][CH:40]=[C:39]([N:34]4[CH2:38][CH2:37][CH2:36][CH2:35]4)[CH:44]=3)[C:10]2=[C:9]([NH:11][S:12]([C:15]2[CH:20]=[CH:19][CH:18]=[CH:17][CH:16]=2)(=[O:14])=[O:13])[CH:8]=1 |f:2.3.4,^1:69,71,90,109,145,164|. Reported procedure: A mixture of 1,1-dimethylethyl 4-{3-bromo-6-methyl-4-[(phenylsulfonyl)amino]thieno[2,3-b]pyridin-2-yl}-1H-pyrazole-1-carboxylate (Description 71) (200 mg, 0.364 mmol), 3-(1-pyrrolidinyl)-5-(4,4,5,5-tetramethyl-1,3,2-dioxaborolan-2-yl)pyridine (Description 79) (399 mg, 0.73 mmol), potassium carbonate (151 mg, 1.09 mmol), tetrakis(triphenylphosphine)palladium(0) (42.1 mg, 0.036 mmol) and bis(triphenylphosphine)palladium(II) chloride (25.5 mg, 0.036 mmol) were weighed into a microwave vial. 1,4-Dio...